Dataset: the Open Reaction Database (ORD), a public repository of structured organic reaction records. Task: describe an organic reaction: reactants, conditions, products, and yield Reactants: C(C)O (ethanol), Cl (hydrochloric acid), C(C)(C)(C)OC(=O)N([C@H]1[C@H](CC(CC1)NC1(CC1)C(=O)OCC)N)C(=O)OC(C)(C)C ((1R*,2S*)-N,N-Bis(tert-butoxycarbonyl)-4-[(1-ethoxycarbonyl)cyclopropan-1-yl]amino-1,2-cyclohexanediamine). Solvent: ClCCl (dichloromethane). Reaction conditions: time 90 minute. The product is Cl.C(C)OC(=O)C1(CC1)NC1C[C@@H]([C@@H](CC1)N)N ((1R*,2S*)-4-[(1-ethoxycarbonyl)cyclopropan-1-yl]amino-1,2-cyclohexanediamine hydrochloride). Reaction SMILES: C(OC([N:8](C(OC(C)(C)C)=O)[C@@H:9]1[CH2:14][CH2:13][CH:12]([NH:15][C:16]2([C:19]([O:21][CH2:22][CH3:23])=[O:20])[CH2:18][CH2:17]2)[CH2:11][C@@H:10]1[NH2:24])=O)(C)(C)C.C(O)C.[ClH:35]>ClCCl>[ClH:35].[CH2:22]([O:21][C:19]([C:16]1([NH:15][CH:12]2[CH2:13][CH2:14][C@@H:9]([NH2:8])[C@@H:10]([NH2:24])[CH2:11]2)[CH2:17][CH2:18]1)=[O:20])[CH3:23] |f:4.5|. Procedure details: (1R*,2S*)-N,N-Bis(tert-butoxycarbonyl)-4-[(1-ethoxycarbonyl)cyclopropan-1-yl]amino-1,2-cyclohexanediamine (Stereoisomer A) (1.34 g) was dissolved in dichloromethane (20 ml), a saturated ethanol solution (20 ml) of hydrochloric acid was added, and the mixture was stirred for 90 minutes. The solvent was distilled off under reduced pressure to obtain (1R*,2S*)-4-[(1-ethoxycarbonyl)cyclopropan-1-yl]amino-1,2-cyclohexanediamine hydrochloride (Stereoisomer A) (1.07 g) as a colorless solid. Reactants: FC=1C=C(C=CC1)C1=CC=C(C=N1)C(=O)N(C1=CC=C(C=C1)CN1C[C@@H](N(CC1)C(=O)OC(C)(C)C)C)C (1,1-Dimethylethyl (2S)-4-({4-[{[6-(3-fluorophenyl)-3-pyridinyl]carbonyl}(methyl)amino]phenyl}methyl)-2-methyl-1-piperazinecarboxylate), C(=O)(C(F)(F)F)O (TFA). Run in C(Cl)Cl (DCM). Reaction conditions: time 1 hour. The product is FC=1C=C(C=CC1)C1=CC=C(C=N1)C(=O)N(C1=CC=C(C=C1)CN1C[C@@H](NCC1)C)C (6-(3-Fluorophenyl)-N-methyl-N-(4-{[(3S)-3-methyl-1-piperazinyl]methyl}phenyl)-3-pyridinecarboxamide). Isolated yield 88.8%. As a reaction SMILES: [F:1][C:2]1[CH:3]=[C:4]([C:8]2[N:13]=[CH:12][C:11]([C:14]([N:16]([CH3:38])[C:17]3[CH:22]=[CH:21][C:20]([CH2:23][N:24]4[CH2:29][CH2:28][N:27](C(OC(C)(C)C)=O)[C@@H:26]([CH3:37])[CH2:25]4)=[CH:19][CH:18]=3)=[O:15])=[CH:10][CH:9]=2)[CH:5]=[CH:6][CH:7]=1.C(O)(C(F)(F)F)=O>C(Cl)Cl>[F:1][C:2]1[CH:3]=[C:4]([C:8]2[N:13]=[CH:12][C:11]([C:14]([N:16]([CH3:38])[C:17]3[CH:22]=[CH:21][C:20]([CH2:23][N:24]4[CH2:29][CH2:28][NH:27][C@@H:26]([CH3:37])[CH2:25]4)=[CH:19][CH:18]=3)=[O:15])=[CH:10][CH:9]=2)[CH:5]=[CH:6][CH:7]=1. Reported procedure: 1,1-Dimethylethyl (2S)-4-({4-[{[6-(3-fluorophenyl)-3-pyridinyl]carbonyl}(methyl)amino]phenyl}methyl)-2-methyl-1-piperazinecarboxylate (D60) (0.127 g, 0.245 mmol) was stirred in DCM (10 mL) and TFA (2.5 mL) was added drop-wise. The reaction mixture was stirred for ˜1 h, then concentrated in vacuo and re-diluted with DCM and water. The separated aqueous layer was basified to pH14 with concentrated NaOH solution, then extracted with DCM which was dried (Na2SO4) and concentrated to yield the title c... Reactants: CS(C)=O, NS(=O)(=O)c1ccc2c(Cl)cnc(Cl)c2c1, Cl, [H-], N=C(N)N, [Na+]. Yields the product N=C(N)Nc1ncc(Cl)c2ccc(S(N)(=O)=O)cc12. Reaction SMILES: [CH3:24][S:25]([CH3:26])=[O:27].[Cl:8][c:9]1[n:10][cH:11][c:12]([Cl:23])[c:13]2[cH:14][cH:15][c:16]([S:19]([NH2:20])(=[O:21])=[O:22])[cH:17][c:18]12.[ClH:1].[H-:7].[NH2:2][C:3](=[NH:4])[NH2:5].[Na+:6]>>[NH:2]=[C:3]([NH:4][c:9]1[n:10][cH:11][c:12]([Cl:23])[c:13]2[cH:14][cH:15][c:16]([S:19]([NH2:20])(=[O:21])=[O:22])[cH:17][c:18]12)[NH2:5]. Starting materials: ClC=1C(=C(SC1)NC(CN1C(C=CC2=NC=CC=C12)=O)=O)C1=NNC=N1 (N-(4-chloro-3-(1H-1,2,4-triazol-3-yl)thiophen-2-yl)-2-(2-oxo-1,5-naphthyridin-1(2H)-yl)acetamide), C([O-])([O-])=O.[K+].[K+] (potassium carbonate), IC (iodomethane). Solvent: CN(C)C=O (DMF). The product is ClC=1C(=C(SC1)NC(CN1C(C=CC2=NC=CC=C12)=O)=O)C1=NN(C=N1)C (N-(4-Chloro-3-(1-methyl-1H-1,2,4-triazol-3-yl)thiophen-2-yl)-2-(2-oxo-1,5-naphthyridin-1(2H)-yl)acetamide). RXN SMILES: [Cl:1][C:2]1[C:3]([C:22]2[N:26]=[CH:25][NH:24][N:23]=2)=[C:4]([NH:7][C:8](=[O:21])[CH2:9][N:10]2[C:19]3[C:14](=[N:15][CH:16]=[CH:17][CH:18]=3)[CH:13]=[CH:12][C:11]2=[O:20])[S:5][CH:6]=1.[C:27](=O)([O-])[O-].[K+].[K+].IC>CN(C=O)C>[Cl:1][C:2]1[C:3]([C:22]2[N:26]=[CH:25][N:24]([CH3:27])[N:23]=2)=[C:4]([NH:7][C:8](=[O:21])[CH2:9][N:10]2[C:19]3[C:14](=[N:15][CH:16]=[CH:17][CH:18]=3)[CH:13]=[CH:12][C:11]2=[O:20])[S:5][CH:6]=1 |f:1.2.3|. Procedure: To a solution of N-(4-chloro-3-(1H-1,2,4-triazol-3-yl)thiophen-2-yl)-2-(2-oxo-1,5-naphthyridin-1(2H)-yl)acetamide (0.047, 0.12 mmol) in DMF (0.4 mL) was added potassium carbonate (0.041 g, 0.30 mmol) and iodomethane (17 uL, 0.27 mmol). After 2 h the reaction mixture was partitioned between H2O and ethyl acetate. The organic phase was collected, dried (sodium sulfate), filtered and concentrated under reduced pressure. The desired product was submitted to prep HPLC for further purification. Retent... The reactants are O=P12OP3(=O)OP(=O)(O1)OP(=O)(O2)O3 (Phosphorous pentoxide), [N+](=O)([O-])C=1C=CC2=C(NC(CO2)=O)C1 (6-nitro-2H-1,4-benzoxazin-3(4H)-one), COCOC (dimethoxymethane), COCOC (dimethoxymethane), O=P12OP3(=O)OP(=O)(O1)OP(=O)(O2)O3 (phosphorous pentoxide). The solvent is C(Cl)(Cl)Cl (chloroform), C(Cl)(Cl)Cl (chloroform). Run at time 16 hour. Yields the product COCN1C(COC2=C1C=C(C=C2)[N+](=O)[O-])=O (4-methoxymethyl-6-nitro-2H-1,4-benzoxazin-3(4H)-one). Yield: 42.0%. RXN SMILES: [N+:1]([C:4]1[CH:5]=[CH:6][C:7]2[O:12][CH2:11][C:10](=[O:13])[NH:9][C:8]=2[CH:14]=1)([O-:3])=[O:2].[CH3:15][O:16][CH2:17]OC.O=P12OP3(OP(OP(O3)(O1)=O)(=O)O2)=O>C(Cl)(Cl)Cl>[CH3:15][O:16][CH2:17][N:9]1[C:8]2[CH:14]=[C:4]([N+:1]([O-:3])=[O:2])[CH:5]=[CH:6][C:7]=2[O:12][CH2:11][C:10]1=[O:13]. Reported procedure: To 0.976 g (5.02 mmol) of 6-nitro-2H-1,4-benzoxazin-3(4H)-one in 100 ml of chloroform was added 2 ml of dimethoxymethane. Phosphorous pentoxide (5 g, 35 mmol) was added portionwise and the reaction mixture was stirred at room temperature for 16 hours. TLC analyses showed the starting material was still present therefore additional dimethoxymethane (2 ml) was added along with several batches of phosphorous pentoxide (2×1.2 g and 2.0 g) and chloroform (50 ml). The reaction was stirred for an addit...